This data is from the Open Reaction Database (ORD), a public repository of structured organic reaction records. The task is: describe an organic reaction: reactants, conditions, products, and yield The reagents and catalysts are C(C)(=O)[O-].[Pd+2].C(C)(=O)[O-] (palladium (II) acetate). Procedure details: Prepare using the method of Example 103 with palladium (II) acetate (0.002 g, 0.01 mmol), anhydrous acetonitrile (4 mL), triphenylphosphine (0.010 g, 0.04 mmol), distilled water (1 mL), 4-(methanesulfonyl)benzeneboronic acid (0.10 g, 0.49 mmol), 2-(4-bromophenyl)-4-{2-[(3S)-3-(fluoromethyl)pyrrolidin-1-yl]ethyl}-5-methyl-1,3-oxazole (See Example 110) (0.17 g, 0.46 mmol) and potassium carbonate (0.19 g, 1.39 mmol). Additionally triturate the resulting solid with 2:1 diethyl ether:ethyl acetate to... Yields the product FC[C@@H]1CN(CC1)CCC=1N=C(OC1C)C1=CC=C(C=C1)C1=CC=C(C=C1)S(=O)(=O)C (4-{2-[(3S)-3-(Fluoromethyl)pyrrolidin-1-yl]ethyl}-5-methyl-2-[4′-(methylsulfonyl)biphenyl-4-yl]-1,3-oxazole). Starting materials: C1(=CC=CC=C1)P(C1=CC=CC=C1)C1=CC=CC=C1 (triphenylphosphine), CS(=O)(=O)C1=CC=C(C=C1)B(O)O (4-(methanesulfonyl)benzeneboronic acid), BrC1=CC=C(C=C1)C=1OC(=C(N1)CCN1C[C@H](CC1)CF)C (2-(4-Bromophenyl)-4-{2-[(3S)-3-(fluoromethyl)pyrrolidin-1-yl]ethyl}-5-methyl-1,3-oxazole), C([O-])([O-])=O.[K+].[K+] (potassium carbonate). Reaction SMILES: C1(P(C2C=CC=CC=2)C2C=CC=CC=2)C=CC=CC=1.[CH3:20][S:21]([C:24]1[CH:29]=[CH:28][C:27](B(O)O)=[CH:26][CH:25]=1)(=[O:23])=[O:22].Br[C:34]1[CH:39]=[CH:38][C:37]([C:40]2[O:41][C:42]([CH3:54])=[C:43]([CH2:45][CH2:46][N:47]3[CH2:51][CH2:50][C@H:49]([CH2:52][F:53])[CH2:48]3)[N:44]=2)=[CH:36][CH:35]=1.C(=O)([O-])[O-].[K+].[K+]>C([O-])(=O)C.[Pd+2].C([O-])(=O)C.O.C(#N)C>[F:53][CH2:52][C@H:49]1[CH2:50][CH2:51][N:47]([CH2:46][CH2:45][C:43]2[N:44]=[C:40]([C:37]3[CH:38]=[CH:39][C:34]([C:27]4[CH:28]=[CH:29][C:24]([S:21]([CH3:20])(=[O:23])=[O:22])=[CH:25][CH:26]=4)=[CH:35][CH:36]=3)[O:41][C:42]=2[CH3:54])[CH2:48]1 |f:3.4.5,6.7.8|. Isolated yield 34.4%. The solvent is C(C)#N (acetonitrile), O (water).